From a dataset of the Open Reaction Database (ORD), a public repository of structured organic reaction records. describe an organic reaction: reactants, conditions, products, and yield Reactants: CC1=CC=C(C(=S)C2=CC(=CC=3C=COC32)CC(=O)O)C=C1 (7-(4-methylthiobenzoyl)benzofuran-5-ylacetic acid), C(C)(C)N (isopropylamine). Run in C1=CC=CC=C1 (benzene). Product: CC1=CC=C(C(=S)C2=CC(=CC=3C=COC32)CC(=O)O)C=C1.C(C)(C)N (Isopropylamine 7-(4-methylthiobenzoyl)benzofuran-5-ylacetate), CC1=CC=C(C(=S)C2=CC(=CC=3C=COC32)CC(=O)O)C=C1 (7-(4-methylthiobenzoyl)benzofuran-5-ylacetic acid). As a reaction SMILES: [CH3:1][C:2]1[CH:22]=[CH:21][C:5]([C:6]([C:8]2[C:16]3[O:15][CH:14]=[CH:13][C:12]=3[CH:11]=[C:10]([CH2:17][C:18]([OH:20])=[O:19])[CH:9]=2)=[S:7])=[CH:4][CH:3]=1.[CH:23]([NH2:26])([CH3:25])[CH3:24]>C1C=CC=CC=1>[CH3:1][C:2]1[CH:3]=[CH:4][C:5]([C:6]([C:8]2[C:16]3[O:15][CH:14]=[CH:13][C:12]=3[CH:11]=[C:10]([CH2:17][C:18]([OH:20])=[O:19])[CH:9]=2)=[S:7])=[CH:21][CH:22]=1.[CH:23]([NH2:26])([CH3:25])[CH3:24].[CH3:1][C:2]1[CH:3]=[CH:4][C:5]([C:6]([C:8]2[C:16]3[O:15][CH:14]=[CH:13][C:12]=3[CH:11]=[C:10]([CH2:17][C:18]([OH:20])=[O:19])[CH:9]=2)=[S:7])=[CH:21][CH:22]=1 |f:3.4|. Reported procedure: A solution of 200 mg of (7-(4-methylthiobenzoyl)benzofuran-5-ylacetic acid in 15 ml of hot benzene is treated with 60 mg of isopropylamine. The solution is allowed to cool to room temperature and the product filtered off, washed with ether and dried to yield the isopropylamine salt of 7-(4-methylthiobenzoyl)benzofuran-5-ylacetic acid. The reactants are COC=1C=C2C(=CC=NC2=CC1OC)OC1=CC=C(C(=O)O)C=C1 (4-[6,7-Dimethoxy-4-quinolyl)oxybenzoic acid), C(C)(C)(C)C1=CC=C(N)C=C1 (4-tert-butylaniline), Cl.C(C)N=C=NCCCN(C)C (1-ethyl-3-(3'-dimethylaminopropyl)carbodiimide hydrochloride). Run in CN(C=O)C (N,N-dimethylformamide). Conditions: time 6 hour. Product: C(C)(C)(C)C1=CC=C(C=C1)NC(=O)C1=CC=C(C=C1)OC1=CC=NC2=CC(=C(C=C12)OC)OC (N-(4-t-Butylphenyl)-{4-[(6,7-dimethoxy-4-quinolyl)oxy]phenyl}carboxamide). The yield is 38.3%. Reaction SMILES: [CH3:1][O:2][C:3]1[CH:4]=[C:5]2[C:10](=[CH:11][C:12]=1[O:13][CH3:14])[N:9]=[CH:8][CH:7]=[C:6]2[O:15][C:16]1[CH:24]=[CH:23][C:19]([C:20](O)=[O:21])=[CH:18][CH:17]=1.[C:25]([C:29]1[CH:35]=[CH:34][C:32]([NH2:33])=[CH:31][CH:30]=1)([CH3:28])([CH3:27])[CH3:26].Cl.C(N=C=NCCCN(C)C)C>CN(C)C=O>[C:25]([C:29]1[CH:30]=[CH:31][C:32]([NH:33][C:20]([C:19]2[CH:23]=[CH:24][C:16]([O:15][C:6]3[C:5]4[C:10](=[CH:11][C:12]([O:13][CH3:14])=[C:3]([O:2][CH3:1])[CH:4]=4)[N:9]=[CH:8][CH:7]=3)=[CH:17][CH:18]=2)=[O:21])=[CH:34][CH:35]=1)([CH3:28])([CH3:26])[CH3:27] |f:2.3|. Procedure details: 4-[6,7-Dimethoxy-4-quinolyl)oxybenzoic acid (54 mg) and commercially available 4-tert-butylaniline (102 mg) were dissolved in N,N-dimethylformamide (3 ml), 1-ethyl-3-(3'-dimethylaminopropyl)carbodiimide hydrochloride (106 mg) was added, and the admixture was stirred at room temperature for 6 hours, after which the reaction mixture was purified in the same manner as described in Example 51 to obtain 29 mg of the title compound (yield: 35%). Reactants: BrC1=NC(=CC(=C1)S(=O)(=O)C1=CC=C(C=C1)N)Br (4-(2,6-dibromopyridine-4-sulphonyl)-phenylamine), C(C)(C)(C)OC(=O)NCCCCN (N-tert.-butoxycarbonyl-1,4-diaminobutane). Solvent: O1CCOCC1 (dioxane). Reaction conditions: temperature 60 celsius, time 18 hour. Product: NC1=CC=C(C=C1)S(=O)(=O)C1=CC(=NC(=C1)Br)NCCCCNC(OC(C)(C)C)=O (tert-butyl [4-[4-(4-aminobenzenesulphonyl)-6-bromopyridin-2-ylamino]-butyl]-carbamate). Yield: 72.1%. RXN SMILES: Br[C:2]1[CH:7]=[C:6]([S:8]([C:11]2[CH:16]=[CH:15][C:14]([NH2:17])=[CH:13][CH:12]=2)(=[O:10])=[O:9])[CH:5]=[C:4]([Br:18])[N:3]=1.[C:19]([O:23][C:24]([NH:26][CH2:27][CH2:28][CH2:29][CH2:30][NH2:31])=[O:25])([CH3:22])([CH3:21])[CH3:20]>O1CCOCC1>[NH2:17][C:14]1[CH:15]=[CH:16][C:11]([S:8]([C:6]2[CH:5]=[C:4]([Br:18])[N:3]=[C:2]([NH:31][CH2:30][CH2:29][CH2:28][CH2:27][NH:26][C:24](=[O:25])[O:23][C:19]([CH3:21])([CH3:20])[CH3:22])[CH:7]=2)(=[O:10])=[O:9])=[CH:12][CH:13]=1. Procedure details: 0.39 g (0.001 mol) of 4-(2,6-dibromopyridine-4-sulphonyl)-phenylamine was dissolved in 10 ml of dioxane and treated with 1.9 ml (0.01 mol) of N-tert.-butoxycarbonyl-1,4-diaminobutane. The mixture was stirred at 60° C. for 18 hrs., the solvent was removed and the residue was chromatographed on silica gel with ethyl acetate/hexane 1:1. There was obtained 0.36 g (77%) of tert-butyl [4-[4-(4-aminobenzenesulphonyl)-6-bromopyridin-2-ylamino]-butyl]-carbamate as a pale yellow oil. MS (ISP): me/e=501, 4... Starting materials: CSc1ccccc1Br, O=C1Nc2ccc(Cl)cc2C1=O. Product: CSc1ccccc1C1(O)C(=O)Nc2ccc(Cl)cc21. RXN SMILES: [Br:1][c:2]1[c:3]([S:8][CH3:9])[cH:4][cH:5][cH:6][cH:7]1.[Cl:10][c:11]1[cH:12][c:13]2[c:17]([cH:18][cH:19]1)[NH:16][C:15](=[O:20])[C:14]2=[O:21]>>[c:2]1([C:14]2([OH:21])[c:13]3[cH:12][c:11]([Cl:10])[cH:19][cH:18][c:17]3[NH:16][C:15]2=[O:20])[c:3]([S:8][CH3:9])[cH:4][cH:5][cH:6][cH:7]1. Reactants: O (water), N([C@@H](CCCCN)C(=O)O)C(=O)OCC1C2=CC=CC=C2C2=CC=CC=C12.Cl (Fmoc-Lys-OH.HCl), CN1C(=NC=C1)C=O (1-methyl-1H-imidazole-2-carbaldehyde), [BH-](OC(=O)C)(OC(=O)C)OC(=O)C.[Na+] (NaBH(OAc)3). Run in ClCCCl (DCE). Conditions: temperature 0 celsius, time 8 hour. Product: C1=CC=CC=2C3=CC=CC=C3C(C12)COC(=O)N[C@H](C(=O)O)CCCCN(CC=1N(C=CN1)C)CC=1N(C=CN1)C ((S)-2-(((9H-fluoren-9-yl)methoxy)carbonylamino)-6-(bis((1-methyl-1H-imidazol-2-yl)methyl)amino)hexanoic acid). The yield is 91.8%. RXN SMILES: [NH:1]([C:11]([O:13][CH2:14][CH:15]1[C:27]2[C:22](=[CH:23][CH:24]=[CH:25][CH:26]=2)[C:21]2[C:16]1=[CH:17][CH:18]=[CH:19][CH:20]=2)=[O:12])[C@H:2]([C:8]([OH:10])=[O:9])[CH2:3][CH2:4][CH2:5][CH2:6][NH2:7].Cl.[CH3:29][N:30]1[CH:34]=[CH:33][N:32]=[C:31]1[CH:35]=O.[BH-](O[C:47]([CH3:49])=O)(OC(C)=O)OC(C)=O.[Na+].O>ClCCCl>[CH:17]1[C:16]2[CH:15]([CH2:14][O:13][C:11]([NH:1][C@@H:2]([CH2:3][CH2:4][CH2:5][CH2:6][N:7]([CH2:35][C:31]3[N:30]([CH3:29])[CH:47]=[CH:49][N:32]=3)[CH2:35][C:31]3[N:30]([CH3:29])[CH:34]=[CH:33][N:32]=3)[C:8]([OH:10])=[O:9])=[O:12])[C:27]3[C:22](=[CH:23][CH:24]=[CH:25][CH:26]=3)[C:21]=2[CH:20]=[CH:19][CH:18]=1 |f:0.1,3.4|. Procedure details: A solution of Fmoc-Lys-OH.HCl (1.822 g, 4.5 mmol) and 1-methyl-1H-imidazole-2-carbaldehyde (1.10 g, 10 mmol) in DCE (50 mL) was stirred at 75° C. for 30 min under nitrogen. The reaction mixture was cooled to 0° C., and treated with NaBH(OAc)3 (3.165 g, 15 mmol). The reaction mixture was stirred at room temperature for overnight and decomposed with water. The reaction mixture was extracted with DCM, the organic layer dried and concentrated under reduced pressure. The residue was purified by flash... Reactants: [N+](=O)([O-])C=1C=CC2=C(NC(OC2=O)=O)C1 (7-nitro-1H-benzo[d][1,3]oxazine-2,4-dione), C1(=CC=CC=C1)NN (1-phenylhydrazine). The solvent is C(C)O (ethanol). The product is NC1=C(C(=O)NNC2=CC=CC=C2)C=CC(=C1)[N+](=O)[O-] (2-amino-4-nitro-N′-phenylbenzohydrazide). As a reaction SMILES: [N+:1]([C:4]1[CH:5]=[CH:6][C:7]2[C:12](=[O:13])OC(=O)[NH:9][C:8]=2[CH:15]=1)([O-:3])=[O:2].[C:16]1([NH:22][NH2:23])[CH:21]=[CH:20][CH:19]=[CH:18][CH:17]=1>C(O)C>[NH2:9][C:8]1[CH:15]=[C:4]([N+:1]([O-:3])=[O:2])[CH:5]=[CH:6][C:7]=1[C:12]([NH:23][NH:22][C:16]1[CH:21]=[CH:20][CH:19]=[CH:18][CH:17]=1)=[O:13]. Procedure details: Into a 1000-mL 3-necked round-bottom flask, was placed a solution of 7-nitro-1H-benzo[d][1,3]oxazine-2,4-dione (56 g, 269.23 mmol, 1.00 equiv) in ethanol (500 mL), 1-phenylhydrazine (31.98 g, 296.11 mmol, 1.10 equiv). The resulting solution was heated to reflux for 5 min. The resulting mixture was then concentrated under vacuum. The residue was applied onto a silica gel column with dichloromethane/petroleum ether (1:2˜1:0) and ethyl acetate/petroleum ether (1:1) to yield 2-amino-4-nitro-N′-pheny...